Dataset: the Open Reaction Database (ORD), a public repository of structured organic reaction records. Task: describe an organic reaction: reactants, conditions, products, and yield Product: C12C(CC(C=C1)C2)C(=O)OC2CCC(CC2)NS(=O)(=O)C (4-[(methylsulfonyl)-amino]cyclohexyl 5-norbornene-2-carboxylate). Run at temperature 40 celsius, time 24 hour. Procedure details: To a mixture of 26.1 g of 4-[(methylsulfonyl)amino]-cyclohexyl acrylate (synthesized by the procedure of Example 4) and 50 g of toluene was added 8.0 g of cyclopentadiene. The mixture was stirred at 40° C. for 24 hours. The reaction solution was purified directly by silica gel column chromatography, obtaining 32.0 g of 4-[(methylsulfonyl)-amino]cyclohexyl 5-norbornene-2-carboxylate (yield 98%). Isolated yield 96.7%. Reaction SMILES: [C:1]([O:5][CH:6]1[CH2:11][CH2:10][CH:9]([NH:12][S:13]([CH3:16])(=[O:15])=[O:14])[CH2:8][CH2:7]1)(=[O:4])[CH:2]=[CH2:3].C1CC=CC=1.[C:22]1([CH3:28])[CH:27]=CC=[CH:24][CH:23]=1>>[CH:3]12[CH2:28][CH:22]([CH:23]=[CH:24]1)[CH2:27][CH:2]2[C:1]([O:5][CH:6]1[CH2:11][CH2:10][CH:9]([NH:12][S:13]([CH3:16])(=[O:15])=[O:14])[CH2:8][CH2:7]1)=[O:4]. The reactants are C(C=C)(=O)OC1CCC(CC1)NS(=O)(=O)C (4-[(methylsulfonyl)amino]-cyclohexyl acrylate), C1=CC=CC1 (cyclopentadiene), C1(=CC=CC=C1)C (toluene). Reactants: COC=1C(=CC2=C(CCCCCC2=O)C1)OC (2,3-dimethoxy-5,6,7,8,9,10-hexahydrobenzocycloocten-5-one), C[O-].[Na+] (sodium methoxide), C(OC)(OC)=O (dimethyl carbonate). The product is COC=1C(=CC2=C(CCCCC(C2=O)C(=O)O)C1)OC (2,3-dimethoxy-5-oxo-5,6,7,8,9,10-hexahydrobenzocyclooctene-6-carboxylic acid), product. Solvent: ice water. Procedure details: A mixture of 2,3-dimethoxy-5,6,7,8,9,10-hexahydrobenzocycloocten-5-one [R. Legros and P. Cangiant, Compt. Rend., 250, 147 (1960)] (0.8 g), sodium methoxide (0.34 g) and dimethyl carbonate (3.6 ml) is heated for two hours under reflux in a stream of nitrogen. The reaction mixture is cooled, and then poured into ice-water containing 1N HCl (20 ml), and the mixture is extracted with ethyl acetate. The organic layer is washed with water, dried and then concentrated under reduced pressure to afford m... As a reaction SMILES: [CH3:1][O:2][C:3]1[C:4]([O:16][CH3:17])=[CH:5][C:6]2[C:13](=[O:14])[CH2:12][CH2:11][CH2:10][CH2:9][CH2:8][C:7]=2[CH:15]=1.C[O-].[Na+].[C:21](=O)([O:24]C)[O:22]C>>[CH3:1][O:2][C:3]1[C:4]([O:16][CH3:17])=[CH:5][C:6]2[C:13](=[O:14])[CH:12]([C:21]([OH:24])=[O:22])[CH2:11][CH2:10][CH2:9][CH2:8][C:7]=2[CH:15]=1 |f:1.2|. Starting materials: CC(=O)[O-], CC(=O)[O-], COc1ccccc1, CCOCC, COc1ccc(CSC(Cc2ccccc2)C(=O)NC(C(=O)NCCc2ccc(Cl)cc2)C(=O)NCCc2ccc(Cl)cc2)cc1, ClCCl, [Hg+2]. Yields the product O=C(NC(C(=O)NCCc1ccc(Cl)cc1)C(=O)NCCc1ccc(Cl)cc1)C(S)Cc1ccccc1. As a reaction SMILES: [C:63]([O-:64])(=[O:65])[CH3:66].[C:68]([O-:69])(=[O:70])[CH3:71].[CH3:47][O:48][c:49]1[cH:50][cH:51][cH:52][cH:53][cH:54]1.[CH3:55][CH2:56][O:57][CH2:58][CH3:59].[Cl:1][c:2]1[cH:3][cH:4][c:5]([CH2:6][CH2:7][NH:8][C:9]([CH:10]([C:11](=[O:12])[NH:13][CH2:14][CH2:15][c:16]2[cH:17][cH:18][c:19]([Cl:22])[cH:20][cH:21]2)[NH:23][C:24]([CH:25]([CH2:26][c:27]2[cH:28][cH:29][cH:30][cH:31][cH:32]2)[S:33][CH2:34][c:35]2[cH:36][cH:37][c:38]([O:39][CH3:40])[cH:41][cH:42]2)=[O:43])=[O:44])[cH:45][cH:46]1.[Cl:60][CH2:61][Cl:62].[Hg+2:67]>>[Cl:1][c:2]1[cH:3][cH:4][c:5]([CH2:6][CH2:7][NH:8][C:9]([CH:10]([C:11](=[O:12])[NH:13][CH2:14][CH2:15][c:16]2[cH:17][cH:18][c:19]([Cl:22])[cH:20][cH:21]2)[NH:23][C:24]([CH:25]([CH2:26][c:27]2[cH:28][cH:29][cH:30][cH:31][cH:32]2)[SH:33])=[O:43])=[O:44])[cH:45][cH:46]1. Starting materials: COC([C@@H](NC(C1=C(C=C(C=C1)C([C@@H](N(C(=O)OC(C)(C)C)C(=O)OC(C)(C)C)CC1=CNC=N1)=O)C1=CC=CC=C1)=O)CCSC)=O (4-(bis-tert-butoxycarbonyl-L-histidyl)-2-phenylbenzoyl methionine methyl ester), C(C)OCC (ethyl ether). Conditions: time 6 hour. RXN SMILES: [CH3:1][O:2][C:3](=[O:48])[C@H:4]([CH2:44][CH2:45][S:46][CH3:47])[NH:5][C:6](=[O:43])[C:7]1[CH:12]=[CH:11][C:10]([C:13](=[O:36])[C@H:14]([CH2:30][C:31]2[N:35]=[CH:34][NH:33][CH:32]=2)[N:15](C(OC(C)(C)C)=O)C(OC(C)(C)C)=O)=[CH:9][C:8]=1[C:37]1[CH:42]=[CH:41][CH:40]=[CH:39][CH:38]=1.C(OCC)C>Cl.O1CCOCC1>[CH3:1][O:2][C:3](=[O:48])[C@H:4]([CH2:44][CH2:45][S:46][CH3:47])[NH:5][C:6](=[O:43])[C:7]1[CH:12]=[CH:11][C:10]([C:13](=[O:36])[C@H:14]([CH2:30][C:31]2[N:35]=[CH:34][NH:33][CH:32]=2)[NH2:15])=[CH:9][C:8]=1[C:37]1[CH:38]=[CH:39][CH:40]=[CH:41][CH:42]=1 |f:2.3|. Yields the product COC([C@@H](NC(C1=C(C=C(C=C1)C([C@@H](N)CC1=CNC=N1)=O)C1=CC=CC=C1)=O)CCSC)=O (4-(L-histidyl)-2-phenylbenzoyl methionine methyl ester). Reported procedure: [4-(bis-tert-butoxycarbonyl-L-histidyl)-2-phenylbenzoyl methionine methyl ester (0.992 g, 1.42 mmol), prepared as in Example 184A, was dissolved in 4 M HCl/dioxane (15 mL), upon which gas evolution was observed. The clear amber solution was stirred for 6 hours, during which time a white precipitate formed. The mixture was treated with ethyl ether and the precipitate was isolated by filtration to provide 0.779 g (100%) of [4-(L-histidyl)-2-phenylbenzoyl methionine methyl ester (believed to be the... Solvent: Cl.O1CCOCC1 (HCl dioxane).